From a dataset of the Open Reaction Database (ORD), a public repository of structured organic reaction records. describe an organic reaction: reactants, conditions, products, and yield Starting materials: [Na+].C1(=CC=CC=C1)S(=O)[O-] (Benzenesulfinic acid sodium salt), CC1(C=CC(CC1)=O)C (4,4-dimethyl-2-cyclohexene-1-one), Cl (hydrochloric acid). Run in O (water). Run at time 24 hour. Yields the product CC1(C(CC(CC1)=O)S(=O)(=O)C1=CC=CC=C1)C (4,4-dimethyl-3-(phenylsulfonyl)-cyclohexan-1-one). The yield is 89.0%. As a reaction SMILES: [Na+].[C:2]1([S:8]([O-:10])=[O:9])[CH:7]=[CH:6][CH:5]=[CH:4][CH:3]=1.[CH3:11][C:12]1([CH3:19])[CH2:17][CH2:16][C:15](=[O:18])[CH:14]=[CH:13]1.Cl>O>[CH3:11][C:12]1([CH3:19])[CH2:17][CH2:16][C:15](=[O:18])[CH2:14][CH:13]1[S:8]([C:2]1[CH:7]=[CH:6][CH:5]=[CH:4][CH:3]=1)(=[O:10])=[O:9] |f:0.1|. Procedure details: Benzenesulfinic acid sodium salt (5.98 g) was added to a solution containing 3 ml of 4,4-dimethyl-2-cyclohexene-1-one and 20 ml of water. Forty ml of 1N hydrochloric acid were added dropwise to the resulting mixture. The reaction mixture was stirred at room temperature for 24 hours. The crystals so precipitated were filtered and the solid, washed with water, isopropanol and cold ethyl ether. After recrystallization from isopropanol, 4,4-dimethyl-3-(phenylsulfonyl)-cyclohexan-1-one was obtained i... Reaction SMILES: [CH3:1][C:2]1([CH3:29])[CH:6]([NH:7][C:8]([O:10][CH2:11][C:12]([Cl:15])([Cl:14])[Cl:13])=[O:9])[N:5]2[C:16](=[O:28])[C@@H:17]([NH:18]C(=O)CC3C=CC=CC=3)[C@H:4]2[S:3]1.P(Cl)(Cl)(Cl)(Cl)Cl.[OH-].[Na+].P([O-])([O-])(O)=O.[K+].[K+].P([O-])([O-])([O-])=O.[K+].[K+].[K+]>C(Cl)Cl.N1C=CC=CC=1.O.CO>[NH2:18][C@@H:17]1[C:16](=[O:28])[N:5]2[CH:6]([NH:7][C:8]([O:10][CH2:11][C:12]([Cl:14])([Cl:13])[Cl:15])=[O:9])[C:2]([CH3:29])([CH3:1])[S:3][C@H:4]12 |f:2.3,4.5.6,7.8.9.10|. Yields the product N[C@H]1[C@@H]2N(C(C(S2)(C)C)NC(=O)OCC(Cl)(Cl)Cl)C1=O (6β-Amino-2,2-dimethyl-3-(N-2,2,2-trichloroethoxycarbonyl-amino)-penam). Run at temperature 0 celsius, time 30 minute. Reported procedure: A solution of 11.0 g of 2,2-dimethyl-6β-(N-phenylacetyl-amino)-3-(N-2,2,2-trichloroethoxycarbonyl-amino)-penam in a mixture of 240 ml of anhydrous methylene chloride and 25.6 ml of pyridine is treated with 166 ml of a 10% strength solution of phosphorus pentachloride in methylene chloride under a nitrogen atmosphere -10° C., and is subsequently stirred for 30 minutes at 0° C. 120 ml of absolute methanol are then added whilst cooling strongly (-10° C.) and the mixture is stirred for a further 2 h... Reactants: P(=O)(O)([O-])[O-].[K+].[K+] (dipotassium hydrogen phosphate), P(=O)([O-])([O-])[O-].[K+].[K+].[K+] (tripotassium phosphate), CC1(S[C@H]2N(C1NC(=O)OCC(Cl)(Cl)Cl)C([C@H]2NC(CC2=CC=CC=C2)=O)=O)C (2,2-dimethyl-6β-(N-phenylacetyl-amino)-3-(N-2,2,2-trichloroethoxycarbonyl-amino)-penam), P(Cl)(Cl)(Cl)(Cl)Cl (phosphorus pentachloride), [OH-].[Na+] (sodium hydroxide). The solvent is O (water), C(Cl)Cl (methylene chloride), N1=CC=CC=C1 (pyridine), C(Cl)Cl (methylene chloride), CO (methanol), O (water). Reaction SMILES: [C:32]12([CH2:33][S:34]([OH:35])(=[O:36])=[O:37])[C:38]([CH3:39])([CH3:40])[CH:41]([CH2:42][CH2:43]1)[CH2:44][C:45]2=[O:46].[CH3:59][CH2:60][O:61][CH2:62][CH3:63].[CH3:64][CH2:65][OH:66].[CH3:67][c:68]1[cH:69][cH:70][cH:71][cH:72][cH:73]1.[NH2:1][c:2]1[cH:3][c:4]([F:31])[c:5]([O:6][c:7]2[cH:8][c:9]([NH:13][C:14]([N:15]([CH:16]3[CH2:17][CH2:18][N:19]([CH:22]4[CH2:23][N:24]([CH3:26])[CH2:25]4)[CH2:20][CH2:21]3)[CH3:27])=[O:28])[n:10][cH:11][n:12]2)[cH:29][cH:30]1.[c:47]1([CH2:53][C:54](=[O:55])[N:56]=[C:57]=[S:58])[cH:48][cH:49][cH:50][cH:51][cH:52]1>>[NH:1]([c:2]1[cH:3][c:4]([F:31])[c:5]([O:6][c:7]2[cH:8][c:9]([NH:13][C:14]([N:15]([CH:16]3[CH2:17][CH2:18][N:19]([CH:22]4[CH2:23][N:24]([CH3:26])[CH2:25]4)[CH2:20][CH2:21]3)[CH3:27])=[O:28])[n:10][cH:11][n:12]2)[cH:29][cH:30]1)[C:57]([NH:56][C:54]([CH2:53][c:47]1[cH:48][cH:49][cH:50][cH:51][cH:52]1)=[O:55])=[S:58]. The product is CN1CC(N2CCC(N(C)C(=O)Nc3cc(Oc4ccc(NC(=S)NC(=O)Cc5ccccc5)cc4F)ncn3)CC2)C1. Reactants: CC1(C)C2CCC1(CS(=O)(=O)O)C(=O)C2, CCOCC, CCO, Cc1ccccc1, CN1CC(N2CCC(N(C)C(=O)Nc3cc(Oc4ccc(N)cc4F)ncn3)CC2)C1, O=C(Cc1ccccc1)N=C=S. Starting materials: CNCCNC, Cc1ccccc1, CCOC(C)=O, [I-], OCCc1ccc(I)cc1, [K+], [K+], [K+], O, O=P([O-])([O-])[O-], c1cnc2[nH]ccc2c1. Yields the product OCCc1ccc(-n2ccc3cccnc32)cc1. Reaction SMILES: [CH3:28][NH:29][CH2:30][CH2:31][NH:32][CH3:33].[CH3:35][c:36]1[cH:37][cH:38][cH:39][cH:40][cH:41]1.[CH3:42][CH2:43][O:44][C:45](=[O:46])[CH3:47].[I-:34].[I:1][c:2]1[cH:3][cH:4][c:5]([CH2:8][CH2:9][OH:10])[cH:6][cH:7]1.[K+:25].[K+:26].[K+:27].[OH2:48].[P:20]([O-:21])([O-:22])([O-:23])=[O:24].[nH:11]1[cH:12][cH:13][c:14]2[cH:15][cH:16][cH:17][n:18][c:19]12>>[c:2]1(-[n:11]2[cH:12][cH:13][c:14]3[cH:15][cH:16][cH:17][n:18][c:19]23)[cH:3][cH:4][c:5]([CH2:8][CH2:9][OH:10])[cH:6][cH:7]1. The reactants are O=C1CCN(CC1)C(=O)OC(C)(C)C (tert-butyl 4-oxo-1-piperidinecarboxylate), Cl.Cl.C[C@@H]1N(CCNC1)C1CCC2=CC=C(C=C12)C(F)(F)F ((2S)-2-Methyl-1-[6-(trifluoromethyl)-2,3-dihydro-1H-inden-1-yl]piperazine dihydrochloride), [C-]#N.C(C)[Al+]CC (Diethylaluminum cyanide). The reagents and catalysts are CC([O-])C.CC([O-])C.CC([O-])C.CC([O-])C.[Ti+4] (titanium tetraisopropoxide). The solvent is ClCCl (dichloromethane). Conditions: time 8 hour. The product is C(#N)C1(CCN(CC1)C(=O)OC(C)(C)C)N1C[C@@H](N(CC1)C1CCC2=CC=C(C=C12)C(F)(F)F)C (tert-Butyl 4-Cyano-4-{(3S)-3-methyl-4-[6-(trifluoromethyl)-2,3-dihydro-1H-inden-1-yl]piperazin-1-yl}piperidine-1-carboxylate). The yield is 112.4%. Reaction SMILES: Cl.Cl.[CH3:3][C@H:4]1[CH2:9][NH:8][CH2:7][CH2:6][N:5]1[CH:10]1[C:18]2[C:13](=[CH:14][CH:15]=[C:16]([C:19]([F:22])([F:21])[F:20])[CH:17]=2)[CH2:12][CH2:11]1.O=[C:24]1[CH2:29][CH2:28][N:27]([C:30]([O:32][C:33]([CH3:36])([CH3:35])[CH3:34])=[O:31])[CH2:26][CH2:25]1.[C-:37]#[N:38].C([Al+]CC)C>ClCCl.CC(C)[O-].CC(C)[O-].CC(C)[O-].CC(C)[O-].[Ti+4]>[C:37]([C:24]1([N:8]2[CH2:7][CH2:6][N:5]([CH:10]3[C:18]4[C:13](=[CH:14][CH:15]=[C:16]([C:19]([F:22])([F:20])[F:21])[CH:17]=4)[CH2:12][CH2:11]3)[C@@H:4]([CH3:3])[CH2:9]2)[CH2:29][CH2:28][N:27]([C:30]([O:32][C:33]([CH3:36])([CH3:35])[CH3:34])=[O:31])[CH2:26][CH2:25]1)#[N:38] |f:0.1.2,4.5,7.8.9.10.11|. Procedure: (2S)-2-Methyl-1-[6-(trifluoromethyl)-2,3-dihydro-1H-inden-1-yl]piperazine dihydrochloride (0.38 g, 1.3 mmol) was dissolved in dichloromethane. The solution was washed with saturated NaHCO3 solution, dried over MgSO4 and concentrated. The residue was taken up in dichloromethane (20 mL). To it were added tert-butyl 4-oxo-1-piperidinecarboxylate (0.32 g, 1.6 mmol) and titanium tetraisopropoxide (0.8 g, 3 mmol). The mixture was stirred at room temperature overnight and concentrated in vacuo. The res... Product: S(=O)(=O)(O)C1=CC=C(C(C=O)=C1)O (5-sulfosalicylaldehyde). Starting materials: C(C=1C(O)=CC=CC1)=O (salicylaldehyde), S(O)(O)(=O)=O (sulfuric acid). As a reaction SMILES: [CH:1](=[O:9])[C:2]1[C:3](=[CH:5][CH:6]=[CH:7][CH:8]=1)[OH:4].[S:10](=O)(=[O:13])([OH:12])[OH:11]>>[S:10]([C:7]1[CH:8]=[C:2]([CH:1]=[O:9])[C:3]([OH:4])=[CH:5][CH:6]=1)([OH:13])(=[O:12])=[O:11]. Procedure: reacting salicylaldehyde with fuming sulfuric acid to yield 5-sulfosalicylaldehyde; Reactants: O=C([O-])[O-], [Cs+], [Cs+], O=S(=O)(F)C(F)(F)C(F)(F)C(F)(F)C(F)(F)F, CC(C)(O)C#Cc1cnc2c(c1)C1(COC(N)=N1)c1cc(O)ccc1O2, CN(C)C=O, O. Yields the product CC(C)(O)C#Cc1cnc2c(c1)C1(COC(N)=N1)c1cc(OS(=O)(=O)C(F)(F)C(F)(F)C(F)(F)C(F)(F)F)ccc1O2. RXN SMILES: [C:27](=[O:28])([O-:29])[O-:30].[Cs+:31].[Cs+:32].[F:38][C:39]([C:40]([C:41]([S:42](=[O:43])(=[O:44])[F:45])([F:46])[F:47])([F:48])[F:49])([C:50]([F:51])([F:52])[F:53])[F:54].[NH2:1][C:2]1=[N:26][C:5]2([CH2:4][O:3]1)[c:6]1[cH:7][c:8]([OH:25])[cH:9][cH:10][c:11]1[O:12][c:13]1[n:14][cH:15][c:16]([C:19]#[C:20][C:21]([CH3:22])([CH3:23])[OH:24])[cH:17][c:18]12.[O:33]=[CH:34][N:35]([CH3:36])[CH3:37].[OH2:55]>>[NH2:1][C:2]1=[N:26][C:5]2([CH2:4][O:3]1)[c:6]1[cH:7][c:8]([O:25][S:42]([C:41]([C:40]([C:39]([F:38])([C:50]([F:51])([F:52])[F:53])[F:54])([F:48])[F:49])([F:46])[F:47])(=[O:43])=[O:44])[cH:9][cH:10][c:11]1[O:12][c:13]1[n:14][cH:15][c:16]([C:19]#[C:20][C:21]([CH3:22])([CH3:23])[OH:24])[cH:17][c:18]12.